Dataset: the Open Reaction Database (ORD), a public repository of structured organic reaction records. Task: describe an organic reaction: reactants, conditions, products, and yield Reactants: ClC1=CC(=NC2=CC=C(C=C12)O)N1CCS(C2=C(C1)C=CC=C2)(=O)=O (4-chloro-2-(1,1-dioxido-2,3-dihydro-1,4-benzothiazepin-4(5H)-yl)-quinolin-6-ol), C(CCN)N (propane-1,3-diamine). Run at temperature 150 celsius, time 1.5 hour. Product: NCCCNC1=CC(=NC2=CC=C(C=C12)O)N1CCS(C2=C(C1)C=CC=C2)(=O)=O (4-[(3-Aminopropyl)amino]-2-(1,1-dioxido-2,3-dihydro-1,4-benzothiazepin-4(5H)-yl)quinolin-6-ol). Yield: 27.0%. RXN SMILES: Cl[C:2]1[C:11]2[C:6](=[CH:7][CH:8]=[C:9]([OH:12])[CH:10]=2)[N:5]=[C:4]([N:13]2[CH2:19][C:18]3[CH:20]=[CH:21][CH:22]=[CH:23][C:17]=3[S:16](=[O:25])(=[O:24])[CH2:15][CH2:14]2)[CH:3]=1.[CH2:26]([NH2:30])[CH2:27][CH2:28][NH2:29]>>[NH2:29][CH2:28][CH2:27][CH2:26][NH:30][C:2]1[C:11]2[C:6](=[CH:7][CH:8]=[C:9]([OH:12])[CH:10]=2)[N:5]=[C:4]([N:13]2[CH2:19][C:18]3[CH:20]=[CH:21][CH:22]=[CH:23][C:17]=3[S:16](=[O:25])(=[O:24])[CH2:15][CH2:14]2)[CH:3]=1. Reported procedure: A mixture of 4-chloro-2-(1,1-dioxido-2,3-dihydro-1,4-benzothiazepin-4(5H)-yl)-quinolin-6-ol (400 mg, 1.067 mmol) and propane-1,3-diamine (158 mg, 2.134 mmol) was heated with stirring for 1.5 hours at 150° C. under microwave irradiation. The reacting mixture was purified by preparative HPLC and SPE to give 118.8 mg of the desired product (yield was 27%). MS obsd. (ESI+)[(M+H)+] 413, 1H NMR (400 MHz, CD3OD) δ ppm 8.10-8.05 (d, J=7.6 Hz, 1 H), 7.85-7.80 (d, J=8 Hz, 1 H), 7.71-7.62 (m, 2 H), 7.60-7.... Reactants: NC(=O)CN1C(=O)CC1SCc1ccccc1, C1CCOC1, [H-], [Na+], O=C(Cl)CCCCCc1ccccc1. Product: O=C(CCCCCc1ccccc1)NC(=O)CN1C(=O)CC1SCc1ccccc1. As a reaction SMILES: [CH2:1]([c:2]1[cH:3][cH:4][cH:5][cH:6][cH:7]1)[S:8][CH:9]1[CH2:10][C:11](=[O:17])[N:12]1[CH2:13][C:14](=[O:15])[NH2:16].[CH2:34]1[O:35][CH2:36][CH2:37][CH2:38]1.[H-:32].[Na+:33].[c:18]1([CH2:24][CH2:25][CH2:26][CH2:27][CH2:28][C:29](=[O:30])[Cl:31])[cH:19][cH:20][cH:21][cH:22][cH:23]1>>[CH2:1]([c:2]1[cH:3][cH:4][cH:5][cH:6][cH:7]1)[S:8][CH:9]1[CH2:10][C:11](=[O:17])[N:12]1[CH2:13][C:14](=[O:15])[NH:16][C:29]([CH2:28][CH2:27][CH2:26][CH2:25][CH2:24][c:18]1[cH:19][cH:20][cH:21][cH:22][cH:23]1)=[O:30]. The reactants are ClC1=C(C=CC(=C1)Cl)C1N(C(C2=CC=CC=C2C1C(=O)OCC)=O)C1C(CCCC1)NS(=O)(=O)C (ethyl(3RS,4RS)-3-(2,4-dichlorophenyl)-2-{(1SR,2SR)-2-[(methylsulfonyl)amino]cyclohexyl}-1-oxo-1,2,3,4-tetrahydroisoquinoline-4-carboxylate), [H-].[Na+] (sodium hydride), O (Water), CI (methyl iodide). The solvent is CN(C)C=O (DMF). Reaction conditions: time 10 minute. The product is ClC1=C(C=CC(=C1)Cl)C1N(C(C2=CC=CC=C2C1C(=O)OCC)=O)C1C(CCCC1)N(S(=O)(=O)C)C (ethyl (3RS,4RS)-3-(2,4-dichlorophenyl)-2-{(1SR,2SR)-2-[methyl(methylsulfonyl)amino]cyclohexyl}-1-oxo-1,2,3,4-tetrahydroisoquinoline-4-carboxylate). RXN SMILES: [Cl:1][C:2]1[CH:7]=[C:6]([Cl:8])[CH:5]=[CH:4][C:3]=1[CH:9]1[CH:18]([C:19]([O:21][CH2:22][CH3:23])=[O:20])[C:17]2[C:12](=[CH:13][CH:14]=[CH:15][CH:16]=2)[C:11](=[O:24])[N:10]1[CH:25]1[CH2:30][CH2:29][CH2:28][CH2:27][CH:26]1[NH:31][S:32]([CH3:35])(=[O:34])=[O:33].[H-].[Na+].[CH3:38]I.O>CN(C=O)C>[Cl:1][C:2]1[CH:7]=[C:6]([Cl:8])[CH:5]=[CH:4][C:3]=1[CH:9]1[CH:18]([C:19]([O:21][CH2:22][CH3:23])=[O:20])[C:17]2[C:12](=[CH:13][CH:14]=[CH:15][CH:16]=2)[C:11](=[O:24])[N:10]1[CH:25]1[CH2:30][CH2:29][CH2:28][CH2:27][CH:26]1[N:31]([CH3:38])[S:32]([CH3:35])(=[O:33])=[O:34] |f:1.2|. Procedure: To a solution of 1.4 g of ethyl(3RS,4RS)-3-(2,4-dichlorophenyl)-2-{(1SR,2SR)-2-[(methylsulfonyl)amino]cyclohexyl}-1-oxo-1,2,3,4-tetrahydroisoquinoline-4-carboxylate in 20 ml of DMF was added 229 mg of sodium hydride under ice-cooling, followed by stirring at the same temperature for 10 minutes, and then 0.17 ml of methyl iodide was added thereto, followed by stirring under ice-cooling for 30 minutes. Water was added thereto, followed by extraction with ethyl acetate. The organic layer was washed... The reactants are C(C(=O)Cl)(=O)Cl (Oxalyl chloride), C(=O)(OCC1=CC=CC=C1)N1C(C(=O)O)CCC1 (N-carbobenzyloxy-D,L-proline). The reagents and catalysts are CN(C=O)C (dimethylformamide). Run in C(Cl)Cl (methylene chloride). Reaction conditions: time 1 hour. Product: C(C1=CC=CC=C1)OC(=O)N1C(CCC1)C(=O)Cl (2-chlorocarbonyl-pyrrolidine-1-carboxylic acid benzyl ester). The yield is 98.2%. RXN SMILES: [C:1](Cl)(=O)[C:2]([Cl:4])=[O:3].[C:7]([N:17]1C[CH2:23][CH2:22][CH:18]1C(O)=O)([O:9][CH2:10][C:11]1[CH:16]=[CH:15][CH:14]=[CH:13][CH:12]=1)=[O:8]>CN(C)C=O.C(Cl)Cl>[CH2:10]([O:9][C:7]([N:17]1[CH2:18][CH2:22][CH2:23][CH:1]1[C:2]([Cl:4])=[O:3])=[O:8])[C:11]1[CH:16]=[CH:15][CH:14]=[CH:13][CH:12]=1. Procedure: Oxalyl chloride (1.21 mL, 14.0 mmol) was added dropwise (15 minutes) to a 0° C. solution of N-carbobenzyloxy-D,L-proline (2.50 g, 10.0 mmol), dimethylformamide (1 drop, cat.) and methylene chloride (anhydrous, 25 mL) under a nitrogen atmosphere. The mixture was removed from the ice-bath and stirred at ambient temperature for 1 h. The reaction mixture was concentrated to afford 2.63 g (98%) of 2-chlorocarbonyl-pyrrolidine-1-carboxylic acid benzyl ester as an orange oil. The product was used direc... Reactants: [Cl-].[Al+3].[Cl-].[Cl-] (aluminium chloride), CC=1C=C(C=C(C1)C)COC1C(N(C1C1=CC=CC=C1)C)=O (3-((3,5-dimethylphenyl)methyloxy)-1-methyl-4-phenyl azetidin-2-one), S(=O)(=O)([O-])[O-].[Mg+2] (magnesium sulphate), [OH-].[Na+] (sodium hydroxide). The solvent is O1CCCC1 (tetrahydrofuran), [H-].[Al+3].[Li+].[H-].[H-].[H-] (lithium aluminium hydride), ClCCl (Dichloromethane), O1CCCC1 (tetrahydrofuran), O (water). Reaction conditions: time 1 hour. Yields the product C(C(=O)O)(=O)O.CC=1C=C(C=C(C1)C)CO[C@@H]1[C@@H](N(C1)C)C1=CC=CC=C1 (cis-3-((3,5-Dimethylphenyl)methyloxy)-1-methyl-2-phenyl azetidine oxalate salt). RXN SMILES: [Cl-].[Al+3].[Cl-].[Cl-].[CH3:5][C:6]1[CH:7]=[C:8]([CH2:13][O:14][CH:15]2[CH:18]([C:19]3[CH:24]=[CH:23][CH:22]=[CH:21][CH:20]=3)[N:17]([CH3:25])[C:16]2=[O:26])[CH:9]=[C:10]([CH3:12])[CH:11]=1.[OH-:27].[Na+].S([O-])([O-])(=O)=[O:30].[Mg+2]>O1CCCC1.[H-].[Al+3].[Li+].[H-].[H-].[H-].ClCCl.O>[C:16]([OH:26])(=[O:30])[C:15]([OH:14])=[O:27].[CH3:12][C:10]1[CH:9]=[C:8]([CH2:13][O:14][C@H:15]2[CH2:16][N:17]([CH3:25])[C@H:18]2[C:19]2[CH:24]=[CH:23][CH:22]=[CH:21][CH:20]=2)[CH:7]=[C:6]([CH3:5])[CH:11]=1 |f:0.1.2.3,5.6,7.8,10.11.12.13.14.15,18.19|. Procedure details: To a solution of aluminium chloride (0.29 g) in tetrahydrofuran (10 ml), lithium aluminium hydride (2.2 ml) was carefully added dropwise. After the reaction mixture had been stirred for 1 h, a solution of 3-((3,5-dimethylphenyl)methyloxy)-1-methyl-4-phenyl azetidin-2-one (0.66 g) in tetrahydrofuran (5 ml) was added via syringe. After a further hour water (1 ml) was carefully added dropwise followed by dropwise addition of 2N sodium hydroxide (1 ml). Dichloromethane (75 ml) was added followed by ...